This data is from the Open Reaction Database (ORD), a public repository of structured organic reaction records. The task is: describe an organic reaction: reactants, conditions, products, and yield Starting materials: C1(CCC1)OC1=C2CC[C@@H](N(C2=CC=C1C=1C=NNC1)C(=O)OC)C ((S)-methyl 5-cyclobutoxy-2-methyl-6-(1H-pyrazol-4-yl)-3,4-dihydroquinoline-1(2H)-carboxylate), CS(=O)(=O)OC1CCS(CC1)(=O)=O (1,1-dioxidotetrahydro-2H-thiopyran-4-yl methanesulfonate), C([O-])([O-])=O.[Cs+].[Cs+] (cesium carbonate). Solvent: CN(C=O)C (N,N-dimethylformamide), O (water). Run at temperature 110 celsius, time 8 hour. Product: C1(CCC1)OC1=C2CC[C@@H](N(C2=CC=C1C=1C=NN(C1)C1CCS(CC1)(=O)=O)C(=O)OC)C (methyl (2S)-5-cyclobutoxy-6-[1-(1,1-dioxo-1λ6-thian-4-yl)-1H-pyrazol-4-yl]-2-methyl-1,2,3,4-tetrahydroquinoline-1-carboxylate). The yield is 18.0%. RXN SMILES: [CH:1]1([O:5][C:6]2[C:15]([C:16]3[CH:17]=[N:18][NH:19][CH:20]=3)=[CH:14][CH:13]=[C:12]3[C:7]=2[CH2:8][CH2:9][C@H:10]([CH3:25])[N:11]3[C:21]([O:23][CH3:24])=[O:22])[CH2:4][CH2:3][CH2:2]1.CS(O[CH:31]1[CH2:36][CH2:35][S:34](=[O:38])(=[O:37])[CH2:33][CH2:32]1)(=O)=O.C(=O)([O-])[O-].[Cs+].[Cs+]>CN(C)C=O.O>[CH:1]1([O:5][C:6]2[C:15]([C:16]3[CH:20]=[N:19][N:18]([CH:31]4[CH2:36][CH2:35][S:34](=[O:38])(=[O:37])[CH2:33][CH2:32]4)[CH:17]=3)=[CH:14][CH:13]=[C:12]3[C:7]=2[CH2:8][CH2:9][C@H:10]([CH3:25])[N:11]3[C:21]([O:23][CH3:24])=[O:22])[CH2:2][CH2:3][CH2:4]1 |f:2.3.4|. Reported procedure: A mixture of (S)-methyl 5-cyclobutoxy-2-methyl-6-(1H-pyrazol-4-yl)-3,4-dihydroquinoline-1(2H)-carboxylate (0.160 g, 0.47 mmol), 1,1-dioxidotetrahydro-2H-thiopyran-4-yl methanesulfonate (0.320 g, 1.40 mmol) and cesium carbonate (0.457 g, 1.40 mmol) in N,N-dimethylformamide (5 mL) stirred overnight at 110° C. The reaction mixture was cooled to room temperature, diluted with water (20 mL), and extracted with ethyl acetate (3×10 mL). The combined organic layers were dried over anhydrous sodium sulfa...